This data is from the Open Reaction Database (ORD), a public repository of structured organic reaction records. The task is: describe an organic reaction: reactants, conditions, products, and yield The reactants are CC=1NC2=C(N1)C=CC=C2 (2-methylbenzimidazole), ClC1=NC(=C2N=C(N(C2=N1)C)CN1CCC(CC1)C1(CCOCC1)O)N1CCOCC1 (4-(1-((2-chloro-9-methyl-6-morpholino-9H-purin-8-yl)methyl)piperidin-4-yl)-tetrahydro-2H-pyran-4-ol). Product: CN1C2=NC(=NC(=C2N=C1CN1CCC(CC1)C1(CCOCC1)O)N1CCOCC1)N1C(=NC2=C1C=CC=C2)C (4-(1-((9-methyl-2-(2-methyl-1H-benzo[d]imidazol-1-yl)-6-morpholino-9H-purin-8-yl)methyl)piperidin-4-yl)tetrahydro-2H-pyran-4-ol). Reaction SMILES: [CH3:1][C:2]1[NH:3][C:4]2[CH:10]=[CH:9][CH:8]=[CH:7][C:5]=2[N:6]=1.Cl[C:12]1[N:20]=[C:19]2[C:15]([N:16]=[C:17]([CH2:22][N:23]3[CH2:28][CH2:27][CH:26]([C:29]4([OH:35])[CH2:34][CH2:33][O:32][CH2:31][CH2:30]4)[CH2:25][CH2:24]3)[N:18]2[CH3:21])=[C:14]([N:36]2[CH2:41][CH2:40][O:39][CH2:38][CH2:37]2)[N:13]=1>>[CH3:21][N:18]1[C:17]([CH2:22][N:23]2[CH2:24][CH2:25][CH:26]([C:29]3([OH:35])[CH2:30][CH2:31][O:32][CH2:33][CH2:34]3)[CH2:27][CH2:28]2)=[N:16][C:15]2[C:19]1=[N:20][C:12]([N:3]1[C:4]3[CH:10]=[CH:9][CH:8]=[CH:7][C:5]=3[N:6]=[C:2]1[CH3:1])=[N:13][C:14]=2[N:36]1[CH2:41][CH2:40][O:39][CH2:38][CH2:37]1. Procedure details: Following General Procedure I for Buchwald coupling, 2-methylbenzimidazole and 4-(1-((2-chloro-9-methyl-6-morpholino-9H-purin-8-yl)methyl)piperidin-4-yl)-tetrahydro-2H-pyran-4-ol were reacted to give 317. LCMS m/z: 547.3 (MH+)